Dataset: the Open Reaction Database (ORD), a public repository of structured organic reaction records. Task: describe an organic reaction: reactants, conditions, products, and yield Starting materials: II (iodine), II (iodine), COC1=CCC(=CC1)CC (1-Methoxy-4-ethylcyclohexa-1,4-diene), ClC1=C(N)C(=CC=C1)C (2-Chloro-6-methyl-aniline), II (iodine). The reagents and catalysts are [Ti](Cl)(Cl)(Cl)Cl (titanium-tetrachloride). Run in CCCCCCC.C1(=CC=CC=C1)C (heptane toluene), O1CCCC1 (tetrahydrofuran), ClC1=CC=CC=C1 (chlorobenzene), O1CCCC1 (tetrahydrofuran), C(C)(=O)O (acetic acid). Reaction conditions: temperature -35 celsius, time 3 hour. The product is ClC1=C(C(=CC=C1)C)NC1=CC=C(C=C1)CC (N-(2′-Chloro-6′-methyl-phenyl)-4-ethylaniline). As a reaction SMILES: [Cl:1][C:2]1[CH:8]=[CH:7][CH:6]=[C:5]([CH3:9])[C:3]=1[NH2:4].CO[C:12]1[CH2:17][CH:16]=[C:15]([CH2:18][CH3:19])[CH2:14][CH:13]=1.II>O1CCCC1.ClC1C=CC=CC=1.C(O)(=O)C.CCCCCCC.C1(C)C=CC=CC=1.[Ti](Cl)(Cl)(Cl)Cl>[Cl:1][C:2]1[CH:8]=[CH:7][CH:6]=[C:5]([CH3:9])[C:3]=1[NH:4][C:12]1[CH:17]=[CH:16][C:15]([CH2:18][CH3:19])=[CH:14][CH:13]=1 |f:6.7|. Procedure details: A solution of 3.0 g 2-Chloro-6-methyl-aniline in 3.5 ml of tetrahydrofuran and 31 ml of chlorobenzene is cooled down to −40 to −45° C. At this temperature, 4.01 g of titanium-tetrachloride is added to the solution, followed by the addition of 6.18 g of 1-Methoxy-4-ethylcyclohexa-1,4-diene. The reaction mixture is allowed to warm up to approx. −35° C. and stirred for 3 hours at this temperature. A solution of 8.06 g of iodine in 16.4 ml of tetrahydrofuran and 1.8 ml of acetic acid is added to the... Reactants: ClC1=C2C(=NC=C1)C=C(S2)C(=O)N2C[C@@H](CC2)O (7-chloro-2-[(R)-3-hydroxypyrrolidine-1-carbonyl]thieno[3,2-b]pyridine), C1(CC1)NC(=O)C1=C(N(C2=CC(=CC=C12)O)C)C (1,2-dimethyl-6-hydroxy-1H-indole-3-carboxylic acid cyclopropylamide), C(=O)([O-])[O-].[Cs+].[Cs+] (Cs2CO3). Product: C1(CC1)NC(=O)C1=C(N(C2=CC(=CC=C12)OC1=C2C(=NC=C1)C=C(S2)C(=O)N2C[C@@H](CC2)O)C)C (6-[2-((R)-3-Hydroxy-pyrrolidine-1-carbonyl)-thieno[3,2-b]pyridin-7-yloxy]-1,2-dimethyl-1H-indole-3-carboxylic acid cyclopropylamide). As a reaction SMILES: Cl[C:2]1[CH:7]=[CH:6][N:5]=[C:4]2[CH:8]=[C:9]([C:11]([N:13]3[CH2:17][CH2:16][C@@H:15]([OH:18])[CH2:14]3)=[O:12])[S:10][C:3]=12.[CH:19]1([NH:22][C:23]([C:25]2[C:33]3[C:28](=[CH:29][C:30]([OH:34])=[CH:31][CH:32]=3)[N:27]([CH3:35])[C:26]=2[CH3:36])=[O:24])[CH2:21][CH2:20]1.C([O-])([O-])=O.[Cs+].[Cs+]>>[CH:19]1([NH:22][C:23]([C:25]2[C:33]3[C:28](=[CH:29][C:30]([O:34][C:2]4[CH:7]=[CH:6][N:5]=[C:4]5[CH:8]=[C:9]([C:11]([N:13]6[CH2:17][CH2:16][C@@H:15]([OH:18])[CH2:14]6)=[O:12])[S:10][C:3]=45)=[CH:31][CH:32]=3)[N:27]([CH3:35])[C:26]=2[CH3:36])=[O:24])[CH2:20][CH2:21]1 |f:2.3.4|. Procedure: This material was prepared by the reaction of (7-chloro-thieno [3,2-b]pyridin-2-yl)-((R)-3-hydroxy-pyrrolidin-1-yl)-methanone 4a with 6-hydroxy-1,2-dimethyl-1H-indole-3-carboxylic acid cyclopropylamide 20b and Cs2CO3 in a manner as previously described for example 1. 1H NMR (300 MHz, CD3OD) δ8.50 (1H, d, J=5.5 Hz), 7.93 (1H, d, J=17.33 Hz), 7.80 (1H, d, J=8.6 Hz), 7.39 (1H, d, J=2.1 Hz), 7.05 (1H, dd, J=2.1, 8.6 Hz), 6.71 (1H, d, J=5.5 Hz), 4.54 (1H, bs), 4.11-4.00 (2H, m), 3.85-3.72 (6H, m), 2.... The reactants are O (water), ClC=1C=C2C(C(NC2=CC1)=O)(NCCN1CCOCC1)C1=C(C=CC=C1)Cl (5-chloro-3-(2-chlorophenyl)-1,3-dihydro-3-[[2-(morpholin-4-yl)ethyl]amino]indol-2-one), CC(CC)(C)C1=CC=C(C=C1)S(=O)(=O)Cl (4-(1,1-dimethylpropyl)benzenesulfonyl chloride), [H-].[Na+] (sodium hydride). Run in CN(C)C=O (DMF). Reaction conditions: time 30 minute. Yields the product ClC=1C=C2C(C(N(C2=CC1)S(=O)(=O)C1=CC=C(C=C1)C(CC)(C)C)=O)(NCCN1CCOCC1)C1=C(C=CC=C1)Cl (5-Chloro-3-(2-chlorophenyl)-1,3-dihydro-1-[4-(1,1-dimethylpropyl)benzenesulfonyl]-3-[[2-(morpholin-4-yl)ethyl]amino]indol-2-one). Yield: 29.7%. Reaction SMILES: [Cl:1][C:2]1[CH:3]=[C:4]2[C:8](=[CH:9][CH:10]=1)[NH:7][C:6](=[O:11])[C:5]2([C:21]1[CH:26]=[CH:25][CH:24]=[CH:23][C:22]=1[Cl:27])[NH:12][CH2:13][CH2:14][N:15]1[CH2:20][CH2:19][O:18][CH2:17][CH2:16]1.[H-].[Na+].[CH3:30][C:31]([C:35]1[CH:40]=[CH:39][C:38]([S:41](Cl)(=[O:43])=[O:42])=[CH:37][CH:36]=1)([CH3:34])[CH2:32][CH3:33].O>CN(C=O)C>[Cl:1][C:2]1[CH:3]=[C:4]2[C:8](=[CH:9][CH:10]=1)[N:7]([S:41]([C:38]1[CH:39]=[CH:40][C:35]([C:31]([CH3:30])([CH3:34])[CH2:32][CH3:33])=[CH:36][CH:37]=1)(=[O:43])=[O:42])[C:6](=[O:11])[C:5]2([C:21]1[CH:26]=[CH:25][CH:24]=[CH:23][C:22]=1[Cl:27])[NH:12][CH2:13][CH2:14][N:15]1[CH2:16][CH2:17][O:18][CH2:19][CH2:20]1 |f:1.2|. Procedure: A solution of 1 g of 5-chloro-3-(2-chlorophenyl)-1,3-dihydro-3-[[2-(morpholin-4-yl)ethyl]amino]indol-2-one in 10 ml of DMF is cooled to 0° C. under an argon atmosphere and 0.108 g of sodium hydride as a 60% dispersion in oil is added. After stirring for 30 minutes, 0.607 g of 4-(1,1-dimethylpropyl)benzenesulfonyl chloride is added and the reaction mixture is stirred for 2 hours, the temperature being allowed to rise to RT. It is poured into water and extracted with AcOEt, the organic phase is wa... The reactants are CS(=O)(=O)Nc1cc(N)c(F)cc1C#N, ClCCl, O=C(Cl)CC(=O)C(F)(F)F, O, c1ccncc1. Yields the product CS(=O)(=O)Nc1cc(NC(=O)CC(=O)C(F)(F)F)c(F)cc1C#N. As a reaction SMILES: [C:11](#[N:12])[c:13]1[cH:14][c:15]([F:25])[c:16]([NH2:17])[cH:18][c:19]1[NH:20][S:21](=[O:22])(=[O:23])[CH3:24].[CH2:33]([Cl:34])[Cl:35].[F:1][C:2]([C:3]([CH2:4][C:5](=[O:6])[Cl:7])=[O:8])([F:9])[F:10].[OH2:32].[cH:26]1[cH:27][cH:28][n:29][cH:30][cH:31]1>>[F:1][C:2]([C:3]([CH2:4][C:5](=[O:6])[NH:17][c:16]1[c:15]([F:25])[cH:14][c:13]([C:11]#[N:12])[c:19]([NH:20][S:21](=[O:22])(=[O:23])[CH3:24])[cH:18]1)=[O:8])([F:9])[F:10].